This data is from the Open Reaction Database (ORD), a public repository of structured organic reaction records. The task is: describe an organic reaction: reactants, conditions, products, and yield The reactants are C=C(Cc1ccccc1)C(=O)O, C[Si](C)(C)C(C(N)=O)[Si](C)(C)C, CCOC(C)=O, ClCCl, CCOP([O-])OCC. Product: CCOP(=O)(CC(Cc1ccccc1)C(=O)O)OCC. Reaction SMILES: [CH2:13]([c:14]1[cH:15][cH:16][cH:17][cH:18][cH:19]1)[C:20]([C:21](=[O:22])[OH:23])=[CH2:24].[CH3:1][Si:2]([CH:3]([Si:4]([CH3:5])([CH3:6])[CH3:7])[C:8]([NH2:9])=[O:10])([CH3:11])[CH3:12].[CH3:36][CH2:37][O:38][C:39](=[O:40])[CH3:41].[Cl:33][CH2:34][Cl:35].[P:25]([O:26][CH2:27][CH3:28])([O:29][CH2:30][CH3:31])[O-:32]>>[CH2:13]([c:14]1[cH:15][cH:16][cH:17][cH:18][cH:19]1)[CH:20]([C:21](=[O:22])[OH:23])[CH2:24][P:25]([O:26][CH2:27][CH3:28])([O:29][CH2:30][CH3:31])=[O:32]. The reactants are CN(C)CC1=CNC2=C1C=CC=N2 (7-azagramine), O1C=CC=C2C1=CC=C2N2CCC=CC2 (4-benzofuran-5-yl-1,2,3,6-tetrahydropyridine), C1(=CC=CC=C1)C (toluene). Run at temperature 110 celsius. Product: O1C=CC2=C1C=CC(=C2)C2N(CC=CC2)CC2=CNC1=NC=CC=C12 (3-(Benzofuran-5-yl-1,2,3,6-tetrahydropyridin-1-yl)methyl-1H-pyrrolo[2,3-b]pyridine). Reaction SMILES: [CH3:1][N:2]([CH2:4][C:5]1[C:9]2[CH:10]=[CH:11][CH:12]=[N:13][C:8]=2[NH:7][CH:6]=1)[CH3:3].[O:14]1[C:19]2=[CH:20][CH:21]=[C:22](N3CC=CCC3)[C:18]2=[CH:17][CH:16]=[CH:15]1.[C:29]1(C)[CH:34]=CC=C[CH:30]=1>>[O:14]1[C:15]2[CH:16]=[CH:17][C:18]([CH:3]3[CH2:34][CH:29]=[CH:30][CH2:1][N:2]3[CH2:4][C:5]3[C:9]4[C:8](=[N:13][CH:12]=[CH:11][CH:10]=4)[NH:7][CH:6]=3)=[CH:22][C:21]=2[CH:20]=[CH:19]1. Procedure details: A suspension of 7-azagramine (180 mg, 1.0 mmol) and 4-benzofuran-5-yl-1,2,3,6-tetrahydropyridine (200 mg, 1.0 mmol) in toluene (5 ml) was heated at 110° C. for 16 h. The resulting hot solution was filtered and allowed to cool. The title compound (180 mg) crystallised and was collected by filtration as a white, crystalline solid, m.p. 168°-70° C.; (Found: C, 75.02; H, 5.81; N, 12.28. C21 H19N3O.0.33.H2O requires C, 75.20; H, 5.91; N, 12.53); δH (DMSO-d6) 2.50 (2H, br s, tetrahydropyridinyl CH2, o... The reactants are BrC1=CC=C(C=C1)C1=C(N=C(O1)C)C1=CC(=C(C=C1)S(=O)(=O)N)F (4-[5-(4-Bromophenyl)-2-methyl-1,3-oxazol-4-yl]-2-fluorobenzenesulfonamide), C(CCC)[Sn](C=1N=C(SC1)[Si](C)(C)C)(CCCC)CCCC (4-(tributylstannyl)-2-trimethylsilylthiazole), crude product. The product is FC1=C(C=CC(=C1)C=1N=C(OC1C1=CC=C(C=C1)C=1N=C(SC1)[Si](C)(C)C)C)S(=O)(=O)N (2-Fluoro-4-[2-methyl-5-[4-(2-trimethylsilyl-1,3-thiazol-4-yl)phenyl]-1,3-oxazol-4-yl]benzenesulfonamide). RXN SMILES: Br[C:2]1[CH:7]=[CH:6][C:5]([C:8]2[O:12][C:11]([CH3:13])=[N:10][C:9]=2[C:14]2[CH:19]=[CH:18][C:17]([S:20]([NH2:23])(=[O:22])=[O:21])=[C:16]([F:24])[CH:15]=2)=[CH:4][CH:3]=1.C([Sn](CCCC)(CCCC)[C:30]1[N:31]=[C:32]([Si:35]([CH3:38])([CH3:37])[CH3:36])[S:33][CH:34]=1)CCC>>[F:24][C:16]1[CH:15]=[C:14]([C:9]2[N:10]=[C:11]([CH3:13])[O:12][C:8]=2[C:5]2[CH:6]=[CH:7][C:2]([C:30]3[N:31]=[C:32]([Si:35]([CH3:38])([CH3:37])[CH3:36])[S:33][CH:34]=3)=[CH:3][CH:4]=2)[CH:19]=[CH:18][C:17]=1[S:20]([NH2:23])(=[O:22])=[O:21]. Procedure details: The title compound was prepared according to the procedure of Example 153 (step 4) using 4-[5-(4-Bromophenyl)-2-methyl-1,3-oxazol-4-yl]-2-fluorobenzenesulfonamide instead of 2-(4-bromophenyl)-1-[3-fluoro-4-(methylsulfonyl)phenyl]-4-trifluoromethyl-1H-imidazole and using 4-(tributylstannyl)-2-trimethylsilylthiazole instead of 4-(tributylstannyl)thiazole. The crude product was used next reaction without further purification. Starting materials: CC1=CC=C(C=C1)S(=O)(=O)OC2CCC3(C4CCC5(C(C4CC=C3C2)CCC5C(C)CCCC(C)C)C)C (cholesteryl p-toluenesulfonate), C(CCCCCO)O (1,6-hexanediol), O1CCOCC1 (dioxane). Run in CCCCCC (hexane). The product is OCCCCCCO[C@@H]1CC2=CC[C@H]3[C@@H]4CC[C@H]([C@@H](CCCC(C)C)C)[C@]4(CC[C@@H]3[C@]2(CC1)C)C (cholest-5-en-3β-yl 6-hydroxyhexyl ether). Isolated yield 52.0%. RXN SMILES: CC1C=CC(S(O[CH:12]2[CH2:25][C:24]3[C:15]([CH3:38])([CH:16]4[CH:21]([CH2:22][CH:23]=3)[CH:20]3[CH2:26][CH2:27][CH:28]([CH:29]([CH2:31][CH2:32][CH2:33][CH:34]([CH3:36])[CH3:35])[CH3:30])[C:19]3([CH3:37])[CH2:18][CH2:17]4)[CH2:14][CH2:13]2)(=O)=O)=CC=1.[CH2:39]([OH:46])[CH2:40][CH2:41][CH2:42][CH2:43][CH2:44][OH:45].O1CCOCC1>CCCCCC>[OH:45][CH2:44][CH2:43][CH2:42][CH2:41][CH2:40][CH2:39][O:46][C@H:12]1[CH2:13][CH2:14][C@@:15]2([CH3:38])[C:24](=[CH:23][CH2:22][C@@H:21]3[C@@H:16]2[CH2:17][CH2:18][C@@:19]2([CH3:37])[C@H:20]3[CH2:26][CH2:27][C@@H:28]2[C@H:29]([CH3:30])[CH2:31][CH2:32][CH2:33][CH:34]([CH3:35])[CH3:36])[CH2:25]1. Procedure details: By use of the procedure described in the literature [Kosower, E. M. and Weinstein, S., J. Am. Chem. Soc., 78 (1956) 4347-4354; Davis, M., J. Chem. Soc., (1962) 178-181] cholesteryl p-toluenesulfonate and 1,6-hexanediol were condensed in boiling dioxane to give cholest-5-en-3β-yl 6-hydroxyhexyl ether in 52% yield as colorless plates (from hexane), m.p. 75.9°-81° C.